This data is from the Open Reaction Database (ORD), a public repository of structured organic reaction records. The task is: describe an organic reaction: reactants, conditions, products, and yield Starting materials: [N+](=O)([O-])C=1C=C2C=C(NC2=CC1)C(=O)O (5-nitroindole-2-carboxylic acid), N1CCNCC1 (piperazine), N=C=N (carbodiimide). Run in C1CCOC1 (THF). Yields the product CC(C)NC1=C(N=CC=C1)N2CCN(CC2)C(=O)C3=CC4=C(N3)C=CC(=C4)[N+](=O)[O-] (1-[5-Nitroindolyl-2-carbonyl]-4-[3-(1-methylethylamino)-2-pyridinyl]piperazine). As a reaction SMILES: [N+:1]([C:4]1[CH:5]=[C:6]2[C:10](=[CH:11][CH:12]=1)[NH:9][C:8]([C:13]([OH:15])=O)=[CH:7]2)([O-:3])=[O:2].[NH:16]1[CH2:21][CH2:20][NH:19][CH2:18][CH2:17]1.N=[C:23]=[NH:24]>C1COCC1>[CH3:7][CH:8]([NH:9][C:10]1[CH:6]=[CH:5][CH:23]=[N:24][C:11]=1[N:16]1[CH2:21][CH2:20][N:19]([C:13]([C:8]2[NH:9][C:10]3[CH:11]=[CH:12][C:4]([N+:1]([O-:3])=[O:2])=[CH:5][C:6]=3[CH:7]=2)=[O:15])[CH2:18][CH2:17]1)[CH3:13]. Procedure: Following the general procedure of EXAMPLE 16A and making non-critical variations but starting with 5-nitroindole-2-carboxylic acid (0.86 g), 1-[3-(N-isopropyl)amino)-2-pyridinyl]piperazine (0.43 g), 1-(ethyl)-3-dimethylaminopropyl)carbodiimide (0.45 g) and THF (4 ml), the title compound is obtained, mp 153°-154°.